From a dataset of the Open Reaction Database (ORD), a public repository of structured organic reaction records. describe an organic reaction: reactants, conditions, products, and yield The reactants are Cc1cc(Cl)ccc1N1CCN(C(=O)OC(C)(C)C)CC1, ClCCl, O=C(O)C(F)(F)F. Product: Cc1cc(Cl)ccc1N1CCNCC1. As a reaction SMILES: [C:1]([O:2][C:3](=[O:4])[N:8]1[CH2:9][CH2:10][N:11]([c:14]2[c:15]([CH3:21])[cH:16][c:17]([Cl:20])[cH:18][cH:19]2)[CH2:12][CH2:13]1)([CH3:5])([CH3:6])[CH3:7].[Cl:29][CH2:30][Cl:31].[OH:22][C:23]([C:24]([F:25])([F:26])[F:27])=[O:28]>>[NH:8]1[CH2:9][CH2:10][N:11]([c:14]2[c:15]([CH3:21])[cH:16][c:17]([Cl:20])[cH:18][cH:19]2)[CH2:12][CH2:13]1. The reactants are CC(CCCO)C1CC=C2C3=C(CCC21C)C1(C)CCC(O)C(C)(C)C1CC3, Cl[Ru]Cl, c1ccc(P(c2ccccc2)c2ccccc2)cc1, c1ccc(P(c2ccccc2)c2ccccc2)cc1, c1ccc(P(c2ccccc2)c2ccccc2)cc1, c1ccccc1. The product is CC(CCC=O)C1CC=C2C3=C(CCC21C)C1(C)CCC(O)C(C)(C)C1CC3. As a reaction SMILES: [CH3:1][C:2]1([CH3:28])[CH:3]2[CH2:4][CH2:5][C:6]3=[C:20]([CH2:19][CH2:18][C:17]4([CH3:27])[C:7]3=[CH:8][CH2:9][CH:10]4[CH:11]([CH2:12][CH2:13][CH2:14][OH:15])[CH3:16])[C:21]2([CH3:26])[CH2:22][CH2:23][CH:24]1[OH:25].[Ru:35]([Cl:36])[Cl:37].[c:38]1([P:39]([c:40]2[cH:41][cH:42][cH:43][cH:44][cH:45]2)[c:46]2[cH:47][cH:48][cH:49][cH:50][cH:51]2)[cH:52][cH:53][cH:54][cH:55][cH:56]1.[c:57]1([P:58]([c:59]2[cH:60][cH:61][cH:62][cH:63][cH:64]2)[c:65]2[cH:66][cH:67][cH:68][cH:69][cH:70]2)[cH:71][cH:72][cH:73][cH:74][cH:75]1.[c:76]1([P:77]([c:78]2[cH:79][cH:80][cH:81][cH:82][cH:83]2)[c:84]2[cH:85][cH:86][cH:87][cH:88][cH:89]2)[cH:90][cH:91][cH:92][cH:93][cH:94]1.[cH:29]1[cH:30][cH:31][cH:32][cH:33][cH:34]1>>[CH3:1][C:2]1([CH3:28])[CH:3]2[CH2:4][CH2:5][C:6]3=[C:20]([CH2:19][CH2:18][C:17]4([CH3:27])[C:7]3=[CH:8][CH2:9][CH:10]4[CH:11]([CH2:12][CH2:13][CH:14]=[O:15])[CH3:16])[C:21]2([CH3:26])[CH2:22][CH2:23][CH:24]1[OH:25]. Starting materials: C(C1=CC=CC=C1)OC1=CC=C(C=C1)C=CC(=CC=CC(=O)OC)C (methyl 7-(4-benzyloxyphenyl)-5-methyl-hepta-2,4,6-trienoate), [OH-].[K+] (potassium hydroxide). Solvent: C(C)O (ethanol), O (water). Reaction conditions: time 48 hour. Yields the product C(C1=CC=CC=C1)OC1=CC=C(C=C1)C=CC(=CC=CC(=O)O)C (7-(4-Benzyloxyphenyl)-5-Methyl-Hepta-2,4,6-Trienoic Acid). Yield: 54.7%. Reaction SMILES: [CH2:1]([O:8][C:9]1[CH:14]=[CH:13][C:12]([CH:15]=[CH:16][C:17]([CH3:25])=[CH:18][CH:19]=[CH:20][C:21]([O:23]C)=[O:22])=[CH:11][CH:10]=1)[C:2]1[CH:7]=[CH:6][CH:5]=[CH:4][CH:3]=1.[OH-].[K+]>C(O)C.O>[CH2:1]([O:8][C:9]1[CH:10]=[CH:11][C:12]([CH:15]=[CH:16][C:17]([CH3:25])=[CH:18][CH:19]=[CH:20][C:21]([OH:23])=[O:22])=[CH:13][CH:14]=1)[C:2]1[CH:3]=[CH:4][CH:5]=[CH:6][CH:7]=1 |f:1.2|. Procedure details: A mixture of methyl 7-(4-benzyloxyphenyl)-5-methyl-hepta-2,4,6-trienoate (3.2 g, 9.7 mmol) and potassium hydroxide (1.1 g, 19.4 mmol) in 200 ml of ethanol and 10 ml of water was stirred under nitrogen at room temperature for 48 hrs. The mixture was then concentrated on rotary evaporator and water (250 ml) was added. The solution was extracted with 30 ml of ethyl acetate; the aqueous layer was acidified with 10N HCl to pH 3. The yellow precipitate formed was extracted into ethyl acetate, washed w... Reactants: ClCCl, O=C(O)c1ccc(CC2(F)C#CCCCCC2)cc1, O=C([O-])C(F)(F)F, [NH3+]CCCN1C(=O)C=CC1=O, On1nnc2ccccc21. Product: O=C(NCCCN1C(=O)C=CC1=O)c1ccc(CC2(F)C#CCCCCC2)cc1. As a reaction SMILES: [Cl:48][CH2:49][Cl:50].[F:1][C:2]1([CH2:10][c:11]2[cH:12][cH:13][c:14]([C:15](=[O:16])[OH:17])[cH:18][cH:19]2)[C:3]#[C:4][CH2:5][CH2:6][CH2:7][CH2:8][CH2:9]1.[F:20][C:21]([F:22])([F:23])[C:24]([O-:25])=[O:26].[O:27]=[C:28]1[N:29]([CH2:34][CH2:35][CH2:36][NH3+:37])[C:30](=[O:33])[CH:31]=[CH:32]1.[OH:38][n:39]1[c:40]2[cH:41][cH:42][cH:43][cH:44][c:45]2[n:46][n:47]1>>[F:1][C:2]1([CH2:10][c:11]2[cH:12][cH:13][c:14]([C:15](=[O:17])[NH:37][CH2:36][CH2:35][CH2:34][N:29]3[C:28](=[O:27])[CH:32]=[CH:31][C:30]3=[O:33])[cH:18][cH:19]2)[C:3]#[C:4][CH2:5][CH2:6][CH2:7][CH2:8][CH2:9]1. Reactants: C1CCOC1, COC(=O)Cc1c(C)n(Cc2ccc(S(C)=O)cc2)c2ncccc12, CO, [Na+], [OH-]. Product: Cc1c(CC(=O)O)c2cccnc2n1Cc1ccc(S(C)=O)cc1. RXN SMILES: [CH2:28]1[O:29][CH2:30][CH2:31][CH2:32]1.[CH3:1][O:2][C:3]([CH2:4][c:5]1[c:6]([CH3:24])[n:7]([CH2:14][c:15]2[cH:16][cH:17][c:18]([S:21](=[O:22])[CH3:23])[cH:19][cH:20]2)[c:8]2[n:9][cH:10][cH:11][cH:12][c:13]12)=[O:25].[CH3:33][OH:34].[Na+:27].[OH-:26]>>[O:2]=[C:3]([CH2:4][c:5]1[c:6]([CH3:24])[n:7]([CH2:14][c:15]2[cH:16][cH:17][c:18]([S:21](=[O:22])[CH3:23])[cH:19][cH:20]2)[c:8]2[n:9][cH:10][cH:11][cH:12][c:13]12)[OH:25].